Dataset: the Open Reaction Database (ORD), a public repository of structured organic reaction records. Task: describe an organic reaction: reactants, conditions, products, and yield The product is CC(C)C(C(=O)OC(C#N)c1cccc(Oc2ccccc2)c1)c1ccc(Cl)cc1. Starting materials: CC(C)C(C(=O)OC(Cl)c1cccc(Oc2ccccc2)c1)c1ccc(Cl)cc1, N#C[K]. RXN SMILES: [Cl:4][c:5]1[cH:6][cH:7][c:8]([CH:11]([C:12](=[O:13])[O:14][CH:15]([c:16]2[cH:17][c:18]([O:22][c:23]3[cH:24][cH:25][cH:26][cH:27][cH:28]3)[cH:19][cH:20][cH:21]2)[Cl:29])[CH:30]([CH3:31])[CH3:32])[cH:9][cH:10]1.[K:1][C:2]#[N:3]>>[C:2](#[N:3])[CH:15]([O:14][C:12]([CH:11]([c:8]1[cH:7][cH:6][c:5]([Cl:4])[cH:10][cH:9]1)[CH:30]([CH3:31])[CH3:32])=[O:13])[c:16]1[cH:17][c:18]([O:22][c:23]2[cH:24][cH:25][cH:26][cH:27][cH:28]2)[cH:19][cH:20][cH:21]1. The reactants are C(C)(C)(C)OC(NC1=C(C=C(C(=C1)OCCOC)C(F)(F)F)N)=O ([2-amino-5-(2-methoxy-ethoxy)-4-trifluoromethyl-phenyl]-carbamic acid tert-butyl ester), C(C)(C)(C)OC(CC(=O)C1=CC(=CC=C1)C1=CC(=NC=C1)C#N)=O (3-[3-(2-cyano-pyridin-4-yl)-phenyl]-3-oxo-propionic acid tert-butyl ester). The product is C(C)(C)(C)OC(NC1=C(C=C(C(=C1)OCCOC)C(F)(F)F)NC(CC(=O)C1=CC(=CC=C1)C1=CC(=NC=C1)C#N)=O)=O ([2-{3-[3-(2-Cyano-pyridin-4-yl)-phenyl]-3-oxo-propionylamino}-5-(2-methoxy-ethoxy)-4-trifluoromethyl-phenyl]-carbamic acid tert-butyl ester), solid. Yield: 61.0%. As a reaction SMILES: [C:1]([O:5][C:6](=[O:24])[NH:7][C:8]1[CH:13]=[C:12]([O:14][CH2:15][CH2:16][O:17][CH3:18])[C:11]([C:19]([F:22])([F:21])[F:20])=[CH:10][C:9]=1[NH2:23])([CH3:4])([CH3:3])[CH3:2].C([O:29][C:30](=O)[CH2:31][C:32]([C:34]1[CH:39]=[CH:38][CH:37]=[C:36]([C:40]2[CH:45]=[CH:44][N:43]=[C:42]([C:46]#[N:47])[CH:41]=2)[CH:35]=1)=[O:33])(C)(C)C>>[C:1]([O:5][C:6](=[O:24])[NH:7][C:8]1[CH:13]=[C:12]([O:14][CH2:15][CH2:16][O:17][CH3:18])[C:11]([C:19]([F:22])([F:21])[F:20])=[CH:10][C:9]=1[NH:23][C:30](=[O:29])[CH2:31][C:32]([C:34]1[CH:39]=[CH:38][CH:37]=[C:36]([C:40]2[CH:45]=[CH:44][N:43]=[C:42]([C:46]#[N:47])[CH:41]=2)[CH:35]=1)=[O:33])([CH3:4])([CH3:2])[CH3:3]. Procedure details: The title compound was prepared from [2-amino-5-(2-methoxy-ethoxy)-4-trifluoromethyl-phenyl]-carbamic acid tert-butyl ester (Example J32) (263 mg, 0.75 mmol) and 3-[3-(2-cyano-pyridin-4-yl)-phenyl]-3-oxo-propionic acid tert-butyl ester (Example K24) (242 mg, 0.75 mmol) according to the general procedure M. Obtained as a light yellow solid (278 mg, 61%).